From a dataset of the Open Reaction Database (ORD), a public repository of structured organic reaction records. describe an organic reaction: reactants, conditions, products, and yield Reactants: ClC1=NC=C(C(=C1)C)[N+](=O)[O-] (2-chloro-4-methyl-5-nitropyridine), [O-]CC.[K+] (potassium ethoxide), C(C(=O)OCC)(=O)OCC (diethyl oxalate), C(C)(=O)O (acetic acid). The solvent is C(C)OCC (diethyl ether), O (water), C(C)OCC (diethyl ether), C(C)O (ethanol). Run at time 0.5 hour. Product: C(C)OC(C(CC1=CC(=NC=C1[N+](=O)[O-])Cl)=O)=O (3-(2-Chloro-5-nitropyridin-4-yl)-2-oxopropionic acid ethyl ester). As a reaction SMILES: [O-]CC.[K+].[C:5]([O:12][CH2:13][CH3:14])(=[O:11])[C:6]([O:8]CC)=O.[Cl:15][C:16]1[CH:21]=[C:20]([CH3:22])[C:19]([N+:23]([O-:25])=[O:24])=[CH:18][N:17]=1.C(O)(=O)C>C(OCC)C.C(O)C.O>[CH2:13]([O:12][C:5](=[O:11])[C:6](=[O:8])[CH2:22][C:20]1[C:19]([N+:23]([O-:25])=[O:24])=[CH:18][N:17]=[C:16]([Cl:15])[CH:21]=1)[CH3:14] |f:0.1|. Reported procedure: Route A: To a solution of potassium ethoxide (1.46 g, 17.4 mmol) in diethyl ether (80 mL) and ethanol (10 mL) under an argon atmosphere was added diethyl oxalate (2.4 mL, 17.4 mmol) and the mixture stirred at rt for 0.5 h. A solution of 2-chloro-4-methyl-5-nitropyridine (3.0 g, 17.4 mmol) in diethyl ether (20 mL) was added resulting in the formation of a dark green precipitate. The reaction was stirred at rt for 15 h, cooled to 0° C., filtered and washed with cold diethyl ether to give a dark gr... Reactants: O=c1n(Cc2ccc(C(F)(F)F)cc2)nc2c(-c3ccc(Cl)cc3)c(Cl)cnn12, [K+], [K+], [Na+], O=C([O-])[O-], CN(C)C=O, [OH-], Oc1ccccc1. The product is O=c1n(Cc2ccc(C(F)(F)F)cc2)nc2c(-c3ccc(Cl)cc3)c(Oc3ccccc3)cnn12. RXN SMILES: [F:1][C:2]([c:3]1[cH:4][cH:5][c:6]([CH2:7][n:8]2[n:9][c:10]3[n:11]([n:12][cH:13][c:14]([Cl:23])[c:15]3-[c:16]3[cH:17][cH:18][c:19]([Cl:22])[cH:20][cH:21]3)[c:24]2=[O:25])[cH:26][cH:27]1)([F:28])[F:29].[K+:37].[K+:38].[Na+:49].[O-:39][C:40]([O-:41])=[O:42].[O:43]=[CH:44][N:45]([CH3:46])[CH3:47].[OH-:48].[OH:30][c:31]1[cH:32][cH:33][cH:34][cH:35][cH:36]1>>[F:1][C:2]([c:3]1[cH:4][cH:5][c:6]([CH2:7][n:8]2[n:9][c:10]3[n:11]([n:12][cH:13][c:14]([O:30][c:31]4[cH:32][cH:33][cH:34][cH:35][cH:36]4)[c:15]3-[c:16]3[cH:17][cH:18][c:19]([Cl:22])[cH:20][cH:21]3)[c:24]2=[O:25])[cH:26][cH:27]1)([F:28])[F:29].